Dataset: the Open Reaction Database (ORD), a public repository of structured organic reaction records. Task: describe an organic reaction: reactants, conditions, products, and yield The product is CC(C)=CCOc1ccc(C(C)=Cc2ccc(C(=O)O)cc2)cc1. The reactants are CCOC(=O)c1ccc(C=C(C)c2ccc(OCC=C(C)C)cc2)cc1, CCO, Cl, [K+], [OH-], O. RXN SMILES: [CH3:1][C:2](=[CH:3][c:4]1[cH:5][cH:6][c:7]([C:8](=[O:9])[O:10][CH2:11][CH3:12])[cH:13][cH:14]1)[c:15]1[cH:16][cH:17][c:18]([O:21][CH2:22][CH:23]=[C:24]([CH3:25])[CH3:26])[cH:19][cH:20]1.[CH3:30][CH2:31][OH:32].[ClH:29].[K+:28].[OH-:27].[OH2:33]>>[CH3:1][C:2](=[CH:3][c:4]1[cH:5][cH:6][c:7]([C:8](=[O:9])[OH:10])[cH:13][cH:14]1)[c:15]1[cH:16][cH:17][c:18]([O:21][CH2:22][CH:23]=[C:24]([CH3:25])[CH3:26])[cH:19][cH:20]1. The reactants are C(C)(C)N(CC)C(C)C (Diisopropylethylamine), FC(S(=O)(=O)OCC(F)(F)F)(F)F (2,2,2-trifluoroethyl trifluoromethanesulfonate), FC(C(=O)O)(F)F.BrC1=CC=C(C=C1)C1CNCC1 (3-(4-bromophenyl)pyrrolidine 2,2,2-trifluoroacetate). Run in O1CCOCC1 (dioxane), ClCCl (dichloromethane). Conditions: temperature 80 celsius, time 17 hour. Product: BrC1=CC=C(C=C1)C1CN(CC1)CC(F)(F)F (3-(4-bromophenyl)-1-(2,2,2-trifluoroethyl)pyrrolidine). Reaction SMILES: C(N(C(C)C)CC)(C)C.FC(F)(F)S(O[CH2:16][C:17]([F:20])([F:19])[F:18])(=O)=O.FC(F)(F)C(O)=O.[Br:30][C:31]1[CH:36]=[CH:35][C:34]([CH:37]2[CH2:41][CH2:40][NH:39][CH2:38]2)=[CH:33][CH:32]=1>O1CCOCC1.ClCCl>[Br:30][C:31]1[CH:32]=[CH:33][C:34]([CH:37]2[CH2:41][CH2:40][N:39]([CH2:16][C:17]([F:20])([F:19])[F:18])[CH2:38]2)=[CH:35][CH:36]=1 |f:2.3|. Procedure: Diisopropylethylamine (0.26 ml, 1.489 mmol) and 2,2,2-trifluoroethyl trifluoromethanesulfonate (0.13 ml, 0.902 mmol) were added to a stirred solution of 3-(4-bromophenyl)pyrrolidine 2,2,2-trifluoroacetate (254.5 mg, 0.748 mmol) in dioxane (3.0 ml). The reaction mixture was heated to 80° C. After 17 hours, the reaction mixture was cooled to room temperature and evaporated under reduced pressure to give a yellow residue. The residue was dissolved in dichloromethane and loaded onto a 5 g silica sol... Starting materials: FC(C(=O)NCCC1=C(C=CC(=C1)OC)I)(F)F (N-trifluoroacetyl-2-iodo-5-methoxyphenethylamine), C(=O)([O-])[O-].[K+].[K+] (K2CO3), [OH-].[K+] (KOH), C(C=CC)Br (crotyl bromide). Reagents/catalysts: [N+](CCCC)(CCCC)(CCCC)CCCC.[Br-] (n-Bu4NBr). Run in CCOCC (Et2O), C1(=CC=CC=C1)C (toluene). Run at time 16 hour. Yields the product C(C=CC)N(C(C(F)(F)F)=O)CCC1=C(C=CC(=C1)OC)I (N-Crotyl,N-trifluoroacetyl-2-iodo-5-methoxyphenethylamine). The yield is 68.3%. As a reaction SMILES: [F:1][C:2]([F:18])([F:17])[C:3]([NH:5][CH2:6][CH2:7][C:8]1[CH:13]=[C:12]([O:14][CH3:15])[CH:11]=[CH:10][C:9]=1[I:16])=[O:4].C([O-])([O-])=O.[K+].[K+].[OH-].[K+].[CH2:27](Br)[CH:28]=[CH:29][CH3:30]>C1(C)C=CC=CC=1.[N+](CCCC)(CCCC)(CCCC)CCCC.[Br-].CCOCC>[CH2:27]([N:5]([CH2:6][CH2:7][C:8]1[CH:13]=[C:12]([O:14][CH3:15])[CH:11]=[CH:10][C:9]=1[I:16])[C:3](=[O:4])[C:2]([F:1])([F:17])[F:18])[CH:28]=[CH:29][CH3:30] |f:1.2.3,4.5,8.9|. Procedure details: A solution of N-trifluoroacetyl-2-iodo-5-methoxyphenethylamine (6.68 g, 17.9 mmol) in toluene (100 mL) was treated with K2CO3 (3.22 g, 23.3 mmol), KOH (3.01 g, 53.7 mmol), n-Bu4NBr (0.580 g, 1.80 mmol) and crotyl bromide (3.15 g, 23.3 mmol). The mixture was stirred at 75 C for 16 hours, cooled to 20 C, diluted with Et2O (500 mL), washed with 10% aqueous HCl (500 mL) and concentrated. Flash chromatography (10% EtOAc in hexane, silica) resulted in 5.22 g of a clear oil. MS calculated for C15H17F3I... Reaction SMILES: [C:11](=[O:12])([O-:13])[O-:14].[CH2:42]([N+:43]([CH2:44][CH2:45][CH2:46][CH2:47][CH2:48][CH3:49])([CH2:50][CH2:51][CH2:52][CH2:53][CH2:54][CH3:55])[CH2:56][CH2:57][CH2:58][CH2:59][CH2:60][CH3:61])[CH2:62][CH2:63][CH2:64][CH2:65][CH3:66].[CH3:17][c:18]1[cH:19][cH:20][c:21]([S:22]([O:23][CH:28]([C:29](=[O:30])[O:31][CH3:32])[CH3:33])(=[O:24])=[O:25])[cH:26][cH:27]1.[CH3:34][c:35]1[cH:36][cH:37][cH:38][cH:39][cH:40]1.[Cl-:41].[F:1][c:2]1[c:3]([NH2:4])[cH:5][cH:6][c:7]([F:10])[c:8]1[F:9].[K+:15].[K+:16]>>[F:1][c:2]1[c:3]([NH:4][CH:28]([C:29](=[O:30])[O:31][CH3:32])[CH3:33])[cH:5][cH:6][c:7]([F:10])[c:8]1[F:9]. Product: COC(=O)C(C)Nc1ccc(F)c(F)c1F. Reactants: O=C([O-])[O-], CCCCCC[N+](CCCCCC)(CCCCCC)CCCCCC, COC(=O)C(C)OS(=O)(=O)c1ccc(C)cc1, Cc1ccccc1, [Cl-], Nc1ccc(F)c(F)c1F, [K+], [K+]. Starting materials: Cc1ccccc1, Clc1cc2nc(Cl)c(-c3ccccn3)nc2cc1Cl, NCCCN1CCOCC1. Yields the product Clc1cc2nc(NCCCN3CCOCC3)c(-c3ccccn3)nc2cc1Cl. As a reaction SMILES: [CH3:30][c:31]1[cH:32][cH:33][cH:34][cH:35][cH:36]1.[Cl:1][c:2]1[n:3][c:4]2[cH:5][c:6]([Cl:19])[c:7]([Cl:18])[cH:8][c:9]2[n:10][c:11]1-[c:12]1[n:13][cH:14][cH:15][cH:16][cH:17]1.[NH2:20][CH2:21][CH2:22][CH2:23][N:24]1[CH2:25][CH2:26][O:27][CH2:28][CH2:29]1>>[c:2]1([NH:20][CH2:21][CH2:22][CH2:23][N:24]2[CH2:25][CH2:26][O:27][CH2:28][CH2:29]2)[n:3][c:4]2[cH:5][c:6]([Cl:19])[c:7]([Cl:18])[cH:8][c:9]2[n:10][c:11]1-[c:12]1[n:13][cH:14][cH:15][cH:16][cH:17]1. Reactants: COC1=C(C=CC=C1)C=1C=C2CC(=NNC2=CC1)C(=O)OCC (ethyl 6-(methoxyphenyl)-1,4-dihydrocinnolin-3-yl carboxylate). Reagents/catalysts: [O-2].[O-2].[Mn+4] (manganese dioxide). The solvent is C(C)(=O)OCC (ethyl acetate). Product: COC1=C(C=CC=C1)C=1C=C2C=C(N=NC2=CC1)C(=O)OCC (ethyl 6-(methoxyphenyl)cinnolin-3-yl carboxylate). Reaction SMILES: [CH3:1][O:2][C:3]1[CH:8]=[CH:7][CH:6]=[CH:5][C:4]=1[C:9]1[CH:10]=[C:11]2[C:16](=[CH:17][CH:18]=1)[NH:15][N:14]=[C:13]([C:19]([O:21][CH2:22][CH3:23])=[O:20])[CH2:12]2>C(OCC)(=O)C.[O-2].[O-2].[Mn+4]>[CH3:1][O:2][C:3]1[CH:8]=[CH:7][CH:6]=[CH:5][C:4]=1[C:9]1[CH:10]=[C:11]2[C:16](=[CH:17][CH:18]=1)[N:15]=[N:14][C:13]([C:19]([O:21][CH2:22][CH3:23])=[O:20])=[CH:12]2 |f:2.3.4|. Procedure: A solution of ethyl 6-(methoxyphenyl)-1,4-dihydrocinnolin-3-yl carboxylate in ethyl acetate (obtained as described below) was heated to boiling point and manganese dioxide (15 g.) was added. The mixture was heated under reflux for 30 minutes and then filtered. The filtrate was evaporated to approx. 1 ml. in vacuo and the residue was applied to a silica column (30 g. Kieselgel 60). The column was eluted with a 50% v/v mixture of ethyl acetate and petroleum ether (b.p. 60°-80° C.). The appropriate...